This data is from the Open Reaction Database (ORD), a public repository of structured organic reaction records. The task is: describe an organic reaction: reactants, conditions, products, and yield Starting materials: COc1ccc(-c2ccc3cnc(Nc4cccc(N)c4)nn23)cn1, CN(C)CC(=O)O, CN(C)C=O, CCN=C=NCCCN(C)C, CCN(C(C)C)C(C)C, [Na+], O=C([O-])O, On1nnc2ccccc21. Product: COc1ccc(-c2ccc3cnc(Nc4cccc(NC(=O)CN(C)C)c4)nn23)cn1. RXN SMILES: [CH3:1][O:2][c:3]1[cH:4][cH:5][c:6](-[c:9]2[cH:10][cH:11][c:12]3[cH:13][n:14][c:15]([NH:18][c:19]4[cH:20][c:21]([NH2:25])[cH:22][cH:23][cH:24]4)[n:16][n:17]23)[cH:7][n:8]1.[CH3:26][N:27]([CH3:28])[CH2:29][C:30]([OH:31])=[O:32].[CH3:33][N:34]([CH3:35])[CH:36]=[O:37].[CH3:57][CH2:58][N:59]=[C:60]=[N:61][CH2:62][CH2:63][CH2:64][N:65]([CH3:66])[CH3:67].[CH:38]([N:39]([CH2:40][CH3:41])[CH:42]([CH3:43])[CH3:44])([CH3:45])[CH3:46].[Na+:72].[O-:68][C:69]([OH:70])=[O:71].[OH:47][n:48]1[c:49]2[c:50]([cH:51][cH:52][cH:53][cH:54]2)[n:55][n:56]1>>[CH3:1][O:2][c:3]1[cH:4][cH:5][c:6](-[c:9]2[cH:10][cH:11][c:12]3[cH:13][n:14][c:15]([NH:18][c:19]4[cH:20][c:21]([NH:25][C:30]([CH2:29][N:27]([CH3:26])[CH3:28])=[O:31])[cH:22][cH:23][cH:24]4)[n:16][n:17]23)[cH:7][n:8]1.